From a dataset of the Open Reaction Database (ORD), a public repository of structured organic reaction records. describe an organic reaction: reactants, conditions, products, and yield The reactants are C(C1=CC=CC=C1)OC1OC(CC1NC(=O)C(C)N1N(C(CCC(C1=O)NC(C1=CC(=C(C(=C1)Cl)O)Cl)=O)=O)C)=O (N-{2-[1-(2-Benzyloxy-5-oxo-tetrahydro-furan-3-ylcarbamoyl)-ethyl]-1-methyl-3,7-dioxo-[1,2]diazepan-4-yl}-3,5-dichloro-4-hydroxy-benzamide), C(C1=CC=CC=C1)N1N(C(C(CCC1=O)NC(=O)C1=NC=CC2=CC=CC=C12)=O)CC(=O)NC(CC(=O)O)C=O (3-(2-{2-Benzyl-6-[(isoquinoline-1-carbonyl)-amino]-3,7-dioxo-[1,2]diazepan-1-yl}-acetylamino)-4-oxo-butyric acid). The product is ClC=1C=C(C(=O)NC2CCC(N(N(C2=O)C(C(=O)NC(CC(=O)O)C=O)C)C)=O)C=C(C1O)Cl (3-{2-[6-(3,5-Dichloro-4-hydroxy-benzoylamino)-2-methyl-3,7-dioxo-[1,2]diazepan-1-yl]-propionylamino}-4-oxo-butyric acid), C(C1=CC=CC=C1)OC1OC(CC1NC(=O)C(C)N1N(C(CCC(C1=O)NC(C1=CC(=C(C(=C1)Cl)O)Cl)=O)=O)C)=O (N-{2-[1-(2-Benzyloxy-5-oxo-tetrahydro-furan-3-ylcarbamoyl)-ethyl]-1-methyl-3,7-dioxo-[1,2]diazepan-4-yl}-3,5-dichloro-4-hydroxy-benzamide). Yield: 121.7%. As a reaction SMILES: [CH2:1]([O:8][CH:9]1[CH:13]([NH:14][C:15]([CH:17]([N:19]2[C:25](=[O:26])[CH:24]([NH:27][C:28](=[O:38])[C:29]3[CH:34]=[C:33]([Cl:35])[C:32]([OH:36])=[C:31]([Cl:37])[CH:30]=3)[CH2:23][CH2:22][C:21](=[O:39])[N:20]2[CH3:40])[CH3:18])=[O:16])[CH2:12][C:11](=[O:41])[O:10]1)[C:2]1[CH:7]=[CH:6][CH:5]=[CH:4][CH:3]=1.C(N1C(=O)CCC(NC(C2C3C(=CC=CC=3)C=CN=2)=O)C(=O)N1CC(NC(C=O)CC(O)=O)=O)C1C=CC=CC=1>>[Cl:37][C:31]1[CH:30]=[C:29]([CH:34]=[C:33]([Cl:35])[C:32]=1[OH:36])[C:28]([NH:27][CH:24]1[C:25](=[O:26])[N:19]([CH:17]([CH3:18])[C:15]([NH:14][CH:13]([CH:9]=[O:8])[CH2:12][C:11]([OH:41])=[O:10])=[O:16])[N:20]([CH3:40])[C:21](=[O:39])[CH2:22][CH2:23]1)=[O:38].[CH2:1]([O:8][CH:9]1[CH:13]([NH:14][C:15]([CH:17]([N:19]2[C:25](=[O:26])[CH:24]([NH:27][C:28](=[O:38])[C:29]3[CH:30]=[C:31]([Cl:37])[C:32]([OH:36])=[C:33]([Cl:35])[CH:34]=3)[CH2:23][CH2:22][C:21](=[O:39])[N:20]2[CH3:40])[CH3:18])=[O:16])[CH2:12][C:11](=[O:41])[O:10]1)[C:2]1[CH:3]=[CH:4][CH:5]=[CH:6][CH:7]=1. Reported procedure: 3-{2-[6-(3,5-Dichloro-4-hydroxy-benzoylamino)-2-methyl-3,7-dioxo-[1,2]diazepan-1-yl]-propionylamino}-4-oxo-butyric acid (20) was prepared from N-{2-[1-(2-benzyloxy-5-oxo-tetrahydro-furan-3-ylcarbamoyl)-ethyl]-1-methyl-3,7-dioxo-[1,2]diazepan-4-yl}-3,5-dichloro-4-hydroxy-benzamide (19) (28 mg, 0.046 mmol) by the method used to prepare 11a, affording 17 mg (71% yield) of the title compound. 1H-NMR (500 MHz, CDCl3/CD3OD=0.5 mL/3 drops) δ 1.20-1.50 (m, 3H), 1.90-2.10 (m, 1H), 2.25-2.85 (m, 4H), 3.10... The reactants are Cl (hydrochloric acid), ClC1=CC2=C(OC3=C([C@@H]4[C@@H]2C(NC4)=O)C=CC=C3)C=C1 (trans-11-chloro-2,3,3a,12b-tetrahydro-1H-dibenz[2,3:6,7]oxepino[4,5-c]pyrrol-1-one), [OH-].[K+] (potassium hydroxide). Solvent: O1CCCC1 (tetrahydrofuran). Run at time 30 minute. The product is ClC=1C=CC2=C([C@@H]3[C@H](CNC3)C3=C(O2)C=CC=C3)C1 (trans-5-chloro-2,3,3a,12b-tetrahydro-1H-dibenzo[2,3:6,7]oxepino[4,5-c]pyrrole). RXN SMILES: [Cl:1][C:2]1[CH:20]=[CH:19][C:5]2[O:6][C:7]3[CH:18]=[CH:17][CH:16]=[CH:15][C:8]=3[C@H:9]3[CH2:13][NH:12][C:11](=O)[C@@H:10]3[C:4]=2[CH:3]=1.Cl.[OH-].[K+]>O1CCCC1>[Cl:1][C:2]1[CH:20]=[CH:19][C:5]2[O:6][C:7]3[CH:18]=[CH:17][CH:16]=[CH:15][C:8]=3[C@H:9]3[CH2:13][NH:12][CH2:11][C@@H:10]3[C:4]=2[CH:3]=1 |f:2.3|. Procedure details: 1.55 g (5.4 mmol) of trans-11-chloro-2,3,3a,12b-tetrahydro-1H-dibenz[2,3:6,7]oxepino[4,5-c]pyrrol-1-one (compound trans-XVIIa) was dissolved in 32.5 mL of anhydrous tetrahydrofuran. 2.1 mL of N,N-diethylaniline-borane complex (11.5 mmol) were added dropwise and the obtained solution was stirred at room temperature for 30 min before heating to reflux. The reaction mixture was stirred for 8 h then it was allowed to cool to room temperature overnight. The mixture was reheated to reflux and stirred ... Starting materials: C1CCOC1 (THF), ClC1=NC(=CC(=N1)N1N=CC(=C1C)\C=C\CN1CCN(CC1)C1=CC(=CC(=C1)F)F)C (1-[1-(2-Chloro-6-methyl-4-pyrimidinyl)-5-methyl-4-pyrazolyl]-3-[4-(3,5-Difluorophenyl)-1-piperazinyl]-1-trans-propene), COC1=CC=C(CN)C=C1 (p-methoxybenzylamine), C([O-])([O-])=O.[K+].[K+] (potassium carbonate). Run in C(Cl)(Cl)Cl (Chloroform). Yields the product FC=1C=C(C=C(C1)F)N1CCN(CC1)C/C=C/C=1C=NN(C1C)C1=NC(=NC(=C1)C)NCC1=C(C=CC=C1)OC (3-[4-(3,5-Difluorophenyl)-1-piperazinyl]-[1-[2-(2-methoxybenzylamino)-6-methyl-4-pyrimidinyl]-5-methyl-4-pyrazolyl]-1-trans-propene). RXN SMILES: C1C[O:4][CH2:3]C1.Cl[C:7]1[N:12]=[C:11]([N:13]2[C:17]([CH3:18])=[C:16](/[CH:19]=[CH:20]/[CH2:21][N:22]3[CH2:27][CH2:26][N:25]([C:28]4[CH:33]=[C:32]([F:34])[CH:31]=[C:30]([F:35])[CH:29]=4)[CH2:24][CH2:23]3)[CH:15]=[N:14]2)[CH:10]=[C:9]([CH3:36])[N:8]=1.CO[C:39]1[CH:46]=[CH:45][C:42]([CH2:43][NH2:44])=[CH:41][CH:40]=1.C(=O)([O-])[O-].[K+].[K+]>C(Cl)(Cl)Cl>[F:35][C:30]1[CH:29]=[C:28]([N:25]2[CH2:26][CH2:27][N:22]([CH2:21]/[CH:20]=[CH:19]/[C:16]3[CH:15]=[N:14][N:13]([C:11]4[CH:10]=[C:9]([CH3:36])[N:8]=[C:7]([NH:44][CH2:43][C:42]5[CH:41]=[CH:40][CH:39]=[CH:46][C:45]=5[O:4][CH3:3])[N:12]=4)[C:17]=3[CH3:18])[CH2:23][CH2:24]2)[CH:33]=[C:32]([F:34])[CH:31]=1 |f:3.4.5|. Procedure details: To 15 ml of a THF solution of 155 mg of the compound obtained in Example 35 were added 240 mg of p-methoxybenzylamine and 50 mg (0.362 mmol) of potassium carbonate, followed by refluxing for 60 hours. Chloroform was added to the reaction mixture, and the mixture was washed with a saturated sodium chloride aqueous solution. The combined organic layer was dried over anhydrous sodium sulfate, and the solvent was evaporated. The residue was subjected to silica gel column chromatography using a 99:1 ... Reactants: COc1ccc(C=O)cc1OC, CC(=O)[O-], CC(=O)OC(C)=O, [Na+], O=C1CNC(=O)N1. Yields the product COc1ccc(C=C2NC(=O)NC2=O)cc1OC. Reaction SMILES: [CH3:1][O:2][c:3]1[cH:4][cH:5][c:6]([CH:7]=[O:8])[cH:9][c:10]1[O:11][CH3:12].[CH3:21][C:22](=[O:23])[O-:24].[CH3:25][C:26]([O:27][C:28](=[O:29])[CH3:30])=[O:31].[Na+:20].[O:13]=[C:14]1[CH2:15][NH:16][C:17](=[O:18])[NH:19]1>>[CH3:1][O:2][c:3]1[cH:4][cH:5][c:6]([CH:7]=[C:15]2[C:14](=[O:13])[NH:19][C:17](=[O:18])[NH:16]2)[cH:9][c:10]1[O:11][CH3:12]. Reactants: O=C1CCCc2ccc(Br)cc21, CC(C)(C)P(c1ccccc1-c1ccccc1)C(C)(C)C, C1COCCN1, CCOC(C)=O, Cc1ccccc1, [K+], [K+], [K+], O=C(C=Cc1ccccc1)C=Cc1ccccc1, O=C(C=Cc1ccccc1)C=Cc1ccccc1, O=C(C=Cc1ccccc1)C=Cc1ccccc1, O, O=P([O-])([O-])[O-], [Pd], [Pd]. Product: O=C1CCCc2ccc(N3CCOCC3)cc21. As a reaction SMILES: [Br:1][c:2]1[cH:3][cH:4][c:5]2[c:10]([cH:11]1)[C:9](=[O:12])[CH2:8][CH2:7][CH2:6]2.[C:27]([P:28]([C:29]([CH3:30])([CH3:31])[CH3:32])[c:33]1[cH:34][cH:35][cH:36][cH:37][c:38]1-[c:39]1[cH:40][cH:41][cH:42][cH:43][cH:44]1)([CH3:45])([CH3:46])[CH3:47].[CH2:13]1[CH2:14][O:15][CH2:16][CH2:17][NH:18]1.[CH3:111][CH2:112][O:113][C:114](=[O:115])[CH3:116].[CH3:48][c:49]1[cH:50][cH:51][cH:52][cH:53][cH:54]1.[K+:24].[K+:25].[K+:26].[O:57]=[C:58]([CH:59]=[CH:60][c:61]1[cH:62][cH:63][cH:64][cH:65][cH:66]1)[CH:67]=[CH:68][c:69]1[cH:70][cH:71][cH:72][cH:73][cH:74]1.[O:75]=[C:76]([CH:77]=[CH:78][c:79]1[cH:80][cH:81][cH:82][cH:83][cH:84]1)[CH:85]=[CH:86][c:87]1[cH:88][cH:89][cH:90][cH:91][cH:92]1.[O:93]=[C:94]([CH:95]=[CH:96][c:97]1[cH:98][cH:99][cH:100][cH:101][cH:102]1)[CH:103]=[CH:104][c:105]1[cH:106][cH:107][cH:108][cH:109][cH:110]1.[OH2:117].[P:19]([O-:20])([O-:21])([O-:22])=[O:23].[Pd:55].[Pd:56]>>[c:2]1([N:18]2[CH2:13][CH2:14][O:15][CH2:16][CH2:17]2)[cH:3][cH:4][c:5]2[c:10]([cH:11]1)[C:9](=[O:12])[CH2:8][CH2:7][CH2:6]2. Starting materials: C(C1=CC=CC=C1)OC1=C(C=C(C=C1)C(CC)(CC)C1=CC(=C(OCC(=O)O)C=C1)C)C ({4-[1-(4-benzyloxy-3-methyl-phenyl)-1-ethyl-propyl]-2-methyl-phenoxy}-acetic acid), Cl.CN(OC)C (N,O-dimethylmethylhydroxyamine hydrochloride). Product: C(C1=CC=CC=C1)OC1=C(C=C(C=C1)C(CC)(CC)C1=CC(=C(OCC(=O)N(C)OC)C=C1)C)C (2-{4-[1-(4-Benzyloxy-3-methyl-phenyl)-1-ethyl-propyl]-2-methyl-phenoxy}-N-methoxy-N-methyl-acetamide). Yield: 77.2%. RXN SMILES: [CH2:1]([O:8][C:9]1[CH:14]=[CH:13][C:12]([C:15]([C:20]2[CH:30]=[CH:29][C:23]([O:24][CH2:25][C:26]([OH:28])=O)=[C:22]([CH3:31])[CH:21]=2)([CH2:18][CH3:19])[CH2:16][CH3:17])=[CH:11][C:10]=1[CH3:32])[C:2]1[CH:7]=[CH:6][CH:5]=[CH:4][CH:3]=1.Cl.[CH3:34][N:35](C)[O:36][CH3:37]>>[CH2:1]([O:8][C:9]1[CH:14]=[CH:13][C:12]([C:15]([C:20]2[CH:30]=[CH:29][C:23]([O:24][CH2:25][C:26]([N:35]([O:36][CH3:37])[CH3:34])=[O:28])=[C:22]([CH3:31])[CH:21]=2)([CH2:16][CH3:17])[CH2:18][CH3:19])=[CH:11][C:10]=1[CH3:32])[C:2]1[CH:7]=[CH:6][CH:5]=[CH:4][CH:3]=1 |f:1.2|. Procedure details: Using an analogous procedure to Example 1J, {4-[1-(4-benzyloxy-3-methyl-phenyl)-1-ethyl-propyl]-2-methyl-phenoxy}-acetic acid (1.46 g, 3.38 mmol) and N,O-dimethylmethylhydroxyamine hydrochloride (363 mg, 3.72 mmol) give the title compound (1.24 g, 2.61 mmol, 77%). Starting materials: BrC=1C(=C2C(=NC1)NC(=N2)C2=CC=C(C=C2)N(C)C)N2CCN(CC2)C(=O)NC2=CC=CC=C2 (4-(6-bromo-2-(4-(dimethylamino)phenyl)-3H-imidazo[4,5-b]pyridin-7-yl)-N-phenylpiperazine-1-carboxamide), COC1=CC=C(C=C1)C=O (4-methoxybenzene carboxaldehyde), ClC=1C(=C(C(=NC1)N)[N+](=O)[O-])N1CCN(CC1)CC=1C=NC=NC1 (5-chloro-3-nitro-4-(4-(pyrimidin-5-ylmethyl)piperazin-1-yl)pyridin-2-amine), [O-]S(=O)S(=O)[O-].[Na+].[Na+] (Na2S2O4). Run in C(C)O (ethanol), CN(C)C=O (DMF). Run at time 6 hour. The product is ClC=1C(=C2C(=NC1)NC(=N2)C2=CC=C(C=C2)OC)N2CCN(CC2)CC=2C=NC=NC2 (6-Chloro-2-(4-methoxyphenyl)-7-(4-(pyrimidin-5-ylmethyl)piperazin-1-yl)-3H-imidazo[4,5-b]pyridine). Yield: 38.2%. As a reaction SMILES: BrC1C(N2CCN(C(NC3C=CC=CC=3)=O)CC2)=C2N=C(C3C=CC(N(C)C)=CC=3)NC2=NC=1.[Cl:35][C:36]1[C:37]([N:46]2[CH2:51][CH2:50][N:49]([CH2:52][C:53]3[CH:54]=[N:55][CH:56]=[N:57][CH:58]=3)[CH2:48][CH2:47]2)=[C:38]([N+:43]([O-])=O)[C:39]([NH2:42])=[N:40][CH:41]=1.[O-]S(S([O-])=O)=O.[Na+].[Na+].[CH3:67][O:68][C:69]1[CH:74]=[CH:73][C:72]([CH:75]=O)=[CH:71][CH:70]=1>C(O)C.CN(C=O)C>[Cl:35][C:36]1[C:37]([N:46]2[CH2:51][CH2:50][N:49]([CH2:52][C:53]3[CH:54]=[N:55][CH:56]=[N:57][CH:58]=3)[CH2:48][CH2:47]2)=[C:38]2[N:43]=[C:75]([C:72]3[CH:73]=[CH:74][C:69]([O:68][CH3:67])=[CH:70][CH:71]=3)[NH:42][C:39]2=[N:40][CH:41]=1 |f:2.3.4|. Procedure: This was prepared using the same procedure as for 4-(6-bromo-2-(4-(dimethylamino)phenyl)-3H-imidazo[4,5-b]pyridin-7-yl)-N-phenylpiperazine-1-carboxamide, but here using 5-chloro-3-nitro-4-(4-(pyrimidin-5-ylmethyl)piperazin-1-yl)pyridin-2-amine (19 mg, 0.054 mmol), DMF (0.15 mL), ethanol (0.85 mL), 1M Na2S2O4 (3 eq, 0.16 mmol, 0.16 mL) and 4-methoxybenzene carboxaldehyde (1.1 eq, 0.060 mmol, 8 mg). After 6 h, concentration in vacuo and purification by preparative tlc (CH2Cl2-MeOH, 95:5) gave the ...